This data is from the Open Reaction Database (ORD), a public repository of structured organic reaction records. The task is: describe an organic reaction: reactants, conditions, products, and yield The reactants are BrCCCCBr, CC(C)(C)OC(=O)Nc1ccc(O)cc1. The product is CC(C)(C)OC(=O)Nc1ccc(OCCCCBr)cc1. RXN SMILES: [Br:16][CH2:17][CH2:18][CH2:19][CH2:20][Br:21].[C:1]([CH3:2])([CH3:3])([CH3:4])[O:5][C:6]([NH:7][c:8]1[cH:9][cH:10][c:11]([OH:14])[cH:12][cH:13]1)=[O:15]>>[C:1]([CH3:2])([CH3:3])([CH3:4])[O:5][C:6]([NH:7][c:8]1[cH:9][cH:10][c:11]([O:14][CH2:20][CH2:19][CH2:18][CH2:17][Br:16])[cH:12][cH:13]1)=[O:15]. RXN SMILES: [CH3:19][O:20][C:21]([CH:22]([NH2:23])[CH2:24][CH:25]([CH3:26])[CH3:27])=[O:28].[CH:1]1([c:4]2[cH:5][cH:6][c:7]([C:15](=[O:16])[OH:17])[n:8][c:9]2[O:10][CH2:11][CH:12]2[CH2:13][CH2:14]2)[CH2:2][CH2:3]1.[ClH:18]>>[CH:1]1([c:4]2[cH:5][cH:6][c:7]([C:15](=[O:17])[NH:23][CH:22]([C:21]([O:20][CH3:19])=[O:28])[CH2:24][CH:25]([CH3:26])[CH3:27])[n:8][c:9]2[O:10][CH2:11][CH:12]2[CH2:13][CH2:14]2)[CH2:2][CH2:3]1. Product: COC(=O)C(CC(C)C)NC(=O)c1ccc(C2CC2)c(OCC2CC2)n1. Reactants: COC(=O)C(N)CC(C)C, O=C(O)c1ccc(C2CC2)c(OCC2CC2)n1, Cl. The reactants are BrN1C(CCC1=O)=O (N-bromosuccinimide), C(#N)C1=CC=C(C2=CC=CC=C12)N1C(=NC=C1)SCC(=O)OCC (ethyl 2-(1-(4-cyanonaphthalen-1-yl)-1H-imidazol-2-ylthio)acetate). The solvent is ClCCl (dichloromethane). Reaction conditions: time 18 hour. Product: BrC1=CN=C(N1C1=CC=C(C2=CC=CC=C12)C#N)SCC(=O)OCC (ethyl 2-(5-bromo-1-(4-cyanonaphthalen-1-yl)-1H-imidazol-2-ylthio)acetate). The yield is 71.6%. RXN SMILES: [Br:1]N1C(=O)CCC1=O.[C:9]([C:11]1[C:20]2[C:15](=[CH:16][CH:17]=[CH:18][CH:19]=2)[C:14]([N:21]2[CH:25]=[CH:24][N:23]=[C:22]2[S:26][CH2:27][C:28]([O:30][CH2:31][CH3:32])=[O:29])=[CH:13][CH:12]=1)#[N:10]>ClCCl>[Br:1][C:25]1[N:21]([C:14]2[C:15]3[C:20](=[CH:19][CH:18]=[CH:17][CH:16]=3)[C:11]([C:9]#[N:10])=[CH:12][CH:13]=2)[C:22]([S:26][CH2:27][C:28]([O:30][CH2:31][CH3:32])=[O:29])=[N:23][CH:24]=1. Reported procedure: N-bromosuccinimide (5.48 g, 30.82 mmol) was added in three portions to a solution of ethyl 2-(1-(4-cyanonaphthalen-1-yl)-1H-imidazol-2-ylthio)acetate (10.40 g, 30.82 mmol) in dichloromethane (150 mL) at 0° C. and then stirred at room temperature for 18 h. The mixture was washed with water (2×50 mL), saturated aqueous sodium chloride solution (50 mL), dried over sodium sulfate, filtered and concentrated. Purification by column chromatography (0-50% EtOAc/hexanes) provided ethyl 2-(5-bromo-1-(4-cy... The product is C(=O)(O)CCCN([C@@H](C(C)C)C(=O)N[C@@H](C(C)C)C(=O)N(C)[C@H]([C@@H](CC(=O)N1[C@@H](CCC1)[C@@H]([C@H](C(NCCC1=CC=CC=C1)=O)C)OC)OC)[C@H](CC)C)C (N-(3-Carboxypropyl)-N-methyl-L-valyl-N-[(3R,4S,5S)-3-methoxy-1-{(2S)-2-[(1R,2R)-1-methoxy-2-methyl-3-oxo-3-[(2-phenylethyl)amino]propyl}pyrrolidin-1-yl}-5-methyl-1-oxoheptan-4-yl]-N-methyl-L-valinamide). The reactants are FC(C(=O)O)(F)F.CN[C@@H](C(C)C)C(=O)N[C@@H](C(C)C)C(=O)N(C)[C@H]([C@@H](CC(=O)N1[C@@H](CCC1)[C@@H]([C@H](C(NCCC1=CC=CC=C1)=O)C)OC)OC)[C@H](CC)C (N-methyl-L-valyl-N-[(3R,4S,5S)-3-methoxy-1-{(2S)-2-[(1R,2R)-1-methoxy-2-methyl-3-oxo-3-[(2-phenylethyl)amino]propyl}pyrrolidin-1-yl}-5-methyl-1-oxoheptan-4-yl]-N-methyl-L-valinamide trifluoroacetic acid salt), O=CCCC(=O)O (4-oxobutanoic acid), C(#N)[BH3-].[Na+] (sodium cyanoborohydride), FC(C(=O)O)(F)F.CN[C@@H](C(C)C)C(=O)N[C@@H](C(C)C)C(=O)N(C)[C@H]([C@@H](CC(=O)N1[C@@H](CCC1)[C@@H]([C@H](C(NCCC1=CC=CC=C1)=O)C)OC)OC)[C@H](CC)C (N-methyl-L-valyl-N-[(3R,4S,5S)-3-methoxy-1-{(2S)-2-[(1R,2R)-1-methoxy-2-methyl-3-oxo-3-[(2-phenylethyl)amino]propyl}pyrrolidin-1-yl}-5-methyl-1-oxoheptan-4-yl]-N-methyl-L-valinamide trifluoroacetic acid salt), aqueous solution. As a reaction SMILES: FC(F)(F)C(O)=O.[CH3:8][NH:9][C@H:10]([C:14]([NH:16][C@H:17]([C:21]([N:23]([C@@H:25]([C@@H:53]([CH3:56])[CH2:54][CH3:55])[C@H:26]([O:51][CH3:52])[CH2:27][C:28]([N:30]1[CH2:34][CH2:33][CH2:32][C@H:31]1[C@H:35]([O:49][CH3:50])[C@@H:36]([CH3:48])[C:37](=[O:47])[NH:38][CH2:39][CH2:40][C:41]1[CH:46]=[CH:45][CH:44]=[CH:43][CH:42]=1)=[O:29])[CH3:24])=[O:22])[CH:18]([CH3:20])[CH3:19])=[O:15])[CH:11]([CH3:13])[CH3:12].O=[CH:58][CH2:59][CH2:60][C:61]([OH:63])=[O:62].C([BH3-])#N.[Na+]>>[C:61]([CH2:60][CH2:59][CH2:58][N:9]([CH3:8])[C@H:10]([C:14]([NH:16][C@H:17]([C:21]([N:23]([C@@H:25]([C@@H:53]([CH3:56])[CH2:54][CH3:55])[C@H:26]([O:51][CH3:52])[CH2:27][C:28]([N:30]1[CH2:34][CH2:33][CH2:32][C@H:31]1[C@H:35]([O:49][CH3:50])[C@@H:36]([CH3:48])[C:37](=[O:47])[NH:38][CH2:39][CH2:40][C:41]1[CH:42]=[CH:43][CH:44]=[CH:45][CH:46]=1)=[O:29])[CH3:24])=[O:22])[CH:18]([CH3:19])[CH3:20])=[O:15])[CH:11]([CH3:13])[CH3:12])([OH:63])=[O:62] |f:0.1,3.4|. Procedure details: The title compound was synthesized by analogy with the synthesis process of Example 1 by reacting 57 mg (71 μmol) N-methyl-L-valyl-N-[(3R,4S,5S)-3-methoxy-1-{(2S)-2-[(1R,2R)-1-methoxy-2-methyl-3-oxo-3-[(2-phenylethyl)amino]propyl}pyrrolidin-1-yl}-5-methyl-1-oxoheptan-4-yl]-N-methyl-L-valinamide trifluoroacetic acid salt (intermediate 25) with a 15% aqueous solution of 4-oxobutanoic acid in the presence of sodium cyanoborohydride. The reactants are CN(C=O)C (dimethylformamide), C1(=CC=CC=C1)OC(OC1=CC=CC=C1)=O (diphenylcarbonate), [C@@H]1([C@H](O)[C@H](O)[C@@H](CO)O1)N1C(=O)NC(=O)C=C1 (Uridine), C(=O)=O (carbon dioxide). Reagents/catalysts: C([O-])(O)=O.[Na+] (sodium bicarbonate). Solvent: CCOCC (ether). The product is C1=CN2C3C(C(C(O3)CO)O)OC2=NC1=O (O2,2'-Anhydrouridine). Isolated yield 79.6%. RXN SMILES: [C@@H:1]1([N:10]2[CH:17]=[CH:16][C:14](=[O:15])[NH:13][C:11]2=[O:12])[O:9][C@H:6]([CH2:7][OH:8])[C@@H:4]([OH:5])[C@H:2]1O.CN(C)C=O.C1(OC(=O)OC2C=CC=CC=2)C=CC=CC=1.C(=O)=O>C(=O)(O)[O-].[Na+].CCOCC>[CH:16]1[C:14](=[O:15])[N:13]=[C:11]2[N:10]([CH:1]3[O:9][CH:6]([CH2:7][OH:8])[CH:4]([OH:5])[CH:2]3[O:12]2)[CH:17]=1 |f:4.5|. Procedure details: Uridine (10 g, 0.04 mole) was dissolved in 20 ml of warm, dry dimethylformamide, and 11.4 g of diphenylcarbonate (0.06 m) and 0.2 g of sodium bicarbonate were added. The solution was stirred and heated at 150° C. until evolution of carbon dioxide ceased (30 min approx). After cooling the solution was poured into 200 ml of ether with rapid stirring. The resulting solid was filtered off, washed with ether, and recrystallised from methanol to give 7.2 g (80%) of the title compound, as white crystal... Starting materials: ClC1=CC=C2C=CC(=NC2=C1)C=1C=CC2=C(C=C(O2)C(=O)OC)C1 (7-chloro-2-(2-methoxycarbonylbenzofuran-5-yl)quinoline), [H-].[Al+3].[Li+].[H-].[H-].[H-] (lithium aluminum hydride), Cl (hydrochloric acid). The solvent is O1CCCC1 (tetrahydrofuran). Run at time 2 hour. The product is ClC1=CC=C2C=CC(=NC2=C1)C=1C=CC2=C(C=C(O2)CO)C1 (7-chloro-2-(2-hydroxymethylbenzofuran-5-yl)quinoline). RXN SMILES: [Cl:1][C:2]1[CH:11]=[C:10]2[C:5]([CH:6]=[CH:7][C:8]([C:12]3[CH:13]=[CH:14][C:15]4[O:19][C:18]([C:20](OC)=[O:21])=[CH:17][C:16]=4[CH:24]=3)=[N:9]2)=[CH:4][CH:3]=1.[H-].[Al+3].[Li+].[H-].[H-].[H-].Cl>O1CCCC1>[Cl:1][C:2]1[CH:11]=[C:10]2[C:5]([CH:6]=[CH:7][C:8]([C:12]3[CH:13]=[CH:14][C:15]4[O:19][C:18]([CH2:20][OH:21])=[CH:17][C:16]=4[CH:24]=3)=[N:9]2)=[CH:4][CH:3]=1 |f:1.2.3.4.5.6|. Procedure details: To a mixture of 7-chloro-2-(2-methoxycarbonylbenzofuran-5-yl)quinoline (0.92 g) in tetrahydrofuran (10 ml), lithium aluminum hydride (76.7 mg) was added dropwise under ice cooling. After being stirred for 2 hours, the resulting mixture was poured into a mixture of ice and diluted aqueous hydrochloric acid and extracted with ethyl acetate. The organic layer was washed with brine, dried over magnesium sulfate, and concentrated under reduced pressure. The residue was subjected to column chromatogra... Starting materials: C(C1=CC=CC=C1)(=O)N1CCC(CC1)C(=O)OCC (ethyl 1-benzoyl-4-piperidinecarboxylate), C[Si](C)(C)[N-][Si](C)(C)C.[Li+] (lithium bistrimethylsilylamide), C(C1=CC=CC=C1)Br (benzyl bromide). Solvent: O1CCCC1 (tetrahydrofuran), Cl (hydrochloric acid), C(C)(=O)OCC (ethyl acetate), O1CCCC1 (tetrahydrofuran), O1CCCC1 (tetrahydrofuran). Reaction conditions: temperature -78 celsius, time 8 hour. Yields the product C(C1=CC=CC=C1)(=O)N1CCC(CC1)(C(=O)OCC)CC1=CC=CC=C1 (ethyl 1-benzoyl-4-(phenylmethyl)-4-piperidinecarboxylate). RXN SMILES: C[Si]([N-][Si](C)(C)C)(C)C.[Li+].[C:11]([N:19]1[CH2:24][CH2:23][CH:22]([C:25]([O:27][CH2:28][CH3:29])=[O:26])[CH2:21][CH2:20]1)(=[O:18])[C:12]1[CH:17]=[CH:16][CH:15]=[CH:14][CH:13]=1.[CH2:30](Br)[C:31]1[CH:36]=[CH:35][CH:34]=[CH:33][CH:32]=1>O1CCCC1.Cl.C(OCC)(=O)C>[C:11]([N:19]1[CH2:24][CH2:23][C:22]([CH2:30][C:31]2[CH:36]=[CH:35][CH:34]=[CH:33][CH:32]=2)([C:25]([O:27][CH2:28][CH3:29])=[O:26])[CH2:21][CH2:20]1)(=[O:18])[C:12]1[CH:13]=[CH:14][CH:15]=[CH:16][CH:17]=1 |f:0.1|. Reported procedure: A stirred solution of 176 mL of commercial 1M lithium bistrimethylsilylamide in tetrahydrofuran was diluted with 100 mL of tetrahydrofuran and cooled to -78° C. under inert atmosphere. A solution of 44 g of ethyl 1-benzoyl-4-piperidinecarboxylate in 200 mL of tetrahydrofuran was added dropwise keeping the temperature below -60° C., followed by 21 mL of benzyl bromide. The resulting mixture was allowed to warm and stir overnight, diluted with 200 mL of 1N hydrochloric acid, 200 mL of ethyl acetat... The reactants are Oc1ccc(C2=CCCCC2)cc1, CCCCCCCCCCC(Br)C(=O)OCC, CCO, [Na]. Product: CCCCCCCCCCC(Oc1ccc(C2=CCCCC2)cc1)C(=O)OCC. Reaction SMILES: [C:2]1([c:8]2[cH:9][cH:10][c:11]([OH:14])[cH:12][cH:13]2)=[CH:3][CH2:4][CH2:5][CH2:6][CH2:7]1.[CH2:15]([CH3:16])[O:17][C:18]([CH:19]([CH2:20][CH2:21][CH2:22][CH2:23][CH2:24][CH2:25][CH2:26][CH2:27][CH2:28][CH3:29])[Br:30])=[O:31].[CH3:32][CH2:33][OH:34].[Na:1]>>[C:2]1([c:8]2[cH:9][cH:10][c:11]([O:14][CH:19]([C:18]([O:17][CH2:15][CH3:16])=[O:31])[CH2:20][CH2:21][CH2:22][CH2:23][CH2:24][CH2:25][CH2:26][CH2:27][CH2:28][CH3:29])[cH:12][cH:13]2)=[CH:3][CH2:4][CH2:5][CH2:6][CH2:7]1. Reactants: 91, CNC1CCN(CC1)C(=O)OCC (ethyl 4-(methylamino)-1-piperidinecarboxylate), O(C(C)C)C(C)C (2,2'-oxybispropane), FC1=CC(=CC=C1)N=C=S (1-fluoro-3-isothiocyanatobenzene). Conditions: time 1 hour. Yields the product 150, FC=1C=C(C=CC1)NC(=S)N(C1CCN(CC1)C(=O)OCC)C (ethyl 4-[[(3-fluorophenyl)aminothioxomethyl]methylamino]-1-piperidinecarboxylate). Isolated yield 90.0%. As a reaction SMILES: [CH3:1][NH:2][CH:3]1[CH2:8][CH2:7][N:6]([C:9]([O:11][CH2:12][CH3:13])=[O:10])[CH2:5][CH2:4]1.O(C(C)C)C(C)C.[F:21][C:22]1[CH:27]=[CH:26][CH:25]=[C:24]([N:28]=[C:29]=[S:30])[CH:23]=1>>[F:21][C:22]1[CH:23]=[C:24]([NH:28][C:29]([N:2]([CH3:1])[CH:3]2[CH2:4][CH2:5][N:6]([C:9]([O:11][CH2:12][CH3:13])=[O:10])[CH2:7][CH2:8]2)=[S:30])[CH:25]=[CH:26][CH:27]=1. Procedure details: To a stirred solution of 91 parts of ethyl 4-(methylamino)-1-piperidinecarboxylate in 420 parts of 2,2'-oxybispropane were added dropwise 75 parts of 1-fluoro-3-isothiocyanatobenzene. Upon completion, stirring was continued for 1 hour. The precipitated product was filtered off and dried, yielding 150 parts (90%) of ethyl 4-[[(3-fluorophenyl)aminothioxomethyl]methylamino]-1-piperidinecarboxylate; mp. 175.2° C. (17).